Dataset: the Open Reaction Database (ORD), a public repository of structured organic reaction records. Task: describe an organic reaction: reactants, conditions, products, and yield Reactants: C(C)(C)(C)OC(NC1=C(C=C(C(=C1)N(CCC)C)C(F)(F)F)N)=O ([2-amino-5-(methyl-propyl-amino)-4-trifluoromethyl-phenyl]-carbamic acid tert-butyl ester), C(C)(C)(C)OC(CC(C1=CC(=CC=C1)C1=CC=NC=C1)=O)=O (3-oxo-3-(3-pyridin-4-yl-phenyl)-propionic acid tert-butyl ester). The product is C(C)(C)(C)OC(NC1=C(C=C(C(=C1)N(CCC)C)C(F)(F)F)NC(CC(C1=CC(=CC=C1)C1=CC=NC=C1)=O)=O)=O ({5-(Methyl-propyl-amino)-2-[3-oxo-3-(3-pyridin-4-yl-phenyl)-propionylamino]-4-trifluoromethyl-phenyl}-carbamic acid tert-butyl ester), foam. The yield is 96.0%. RXN SMILES: [C:1]([O:5][C:6](=[O:24])[NH:7][C:8]1[CH:13]=[C:12]([N:14]([CH3:18])[CH2:15][CH2:16][CH3:17])[C:11]([C:19]([F:22])([F:21])[F:20])=[CH:10][C:9]=1[NH2:23])([CH3:4])([CH3:3])[CH3:2].C([O:29][C:30](=O)[CH2:31][C:32](=[O:45])[C:33]1[CH:38]=[CH:37][CH:36]=[C:35]([C:39]2[CH:44]=[CH:43][N:42]=[CH:41][CH:40]=2)[CH:34]=1)(C)(C)C>>[C:1]([O:5][C:6](=[O:24])[NH:7][C:8]1[CH:13]=[C:12]([N:14]([CH3:18])[CH2:15][CH2:16][CH3:17])[C:11]([C:19]([F:22])([F:21])[F:20])=[CH:10][C:9]=1[NH:23][C:30](=[O:29])[CH2:31][C:32](=[O:45])[C:33]1[CH:38]=[CH:37][CH:36]=[C:35]([C:39]2[CH:40]=[CH:41][N:42]=[CH:43][CH:44]=2)[CH:34]=1)([CH3:2])([CH3:3])[CH3:4]. Procedure details: The title compound was prepared from [2-amino-5-(methyl-propyl-amino)-4-trifluoromethyl-phenyl]-carbamic acid tert-butyl ester (Example J17) (347 mg, 1.0 mmol) and 3-oxo-3-(3-pyridin-4-yl-phenyl)-propionic acid tert-butyl ester (Example K2) (297 mg, 1.0 mmol) according to the general procedure M. Obtained as a light red foam (550 mg, 96%). The product is C1(=CC=CC=C1)C1(CCN(CC1)C(=O)OC(C)(C)C)COCC1=CC(=CC=2N(C=NC21)COCC[Si](C)(C)C)C(F)(F)F (tert-butyl 4-phenyl-4-(((6-(trifluoromethyl)-1-((2-(trimethylsilyl)ethoxy)methyl)-1H-benzo[d]imidazol-4-yl)methoxy)methyl)piperidine-1-carboxylate). Reactants: alcohol, chloromethyl, FC(C=1C=C(C2=C(N(C=N2)COCC[Si](C)(C)C)C1)CO)(F)F ((6-(Trifluoromethyl)-1-((2-(trimethylsilyl)ethoxy)methyl)-1H-benzo[d]imidazol-4-yl)methanol), [H-].[Na+] (sodium hydride), BrC1=CC2=C(N(C(=N2)COCC2(CCN(CC2)C(=O)OC(C)(C)C)C2=CC=CC=C2)CC2CC2)C=C1 (tert-butyl 4-(((5-bromo-1-(cyclopropylmethyl)-1H-benzo[d]imidazol-2-yl)methoxy)methyl)-4-phenylpiperidine-1-carboxylate), BrC=1C=CC2=C(N(C(=N2)COCC2(CCN(CC2)C(=O)OC(C)(C)C)C2=CC=CC=C2)CC2CC2)C1 (tert-butyl 4-(((6-bromo-1-(cyclopropylmethyl)-1H-benzo[d]imidazol-2-yl)methoxy)methyl)-4-phenylpiperidine-1-carboxylate), OCC1(CCN(CC1)C(=O)OC(C)(C)C)C1=CC=CC=C1 (tert-butyl 4-(hydroxymethyl)-4-phenylpiperidine-1-carboxylate), S(=O)(Cl)Cl (thionyl chloride), chloromethyl, BrC1=CC2=C(N(C(=N2)COCC2(CCN(CC2)C(=O)OC(C)(C)C)C2=CC=CC=C2)CC2CC2)C=C1 (tert-butyl 4-(((5-bromo-1-(cyclopropylmethyl)-1H-benzo[d]imidazol-2-yl)methoxy)methyl)-4-phenylpiperidine-1-carboxylate), BrC=1C=CC2=C(N(C(=N2)COCC2(CCN(CC2)C(=O)OC(C)(C)C)C2=CC=CC=C2)CC2CC2)C1 (tert-butyl 4-(((6-bromo-1-(cyclopropylmethyl)-1H-benzo[d]imidazol-2-yl)methoxy)methyl)-4-phenylpiperidine-1-carboxylate), chloromethyl. RXN SMILES: BrC1C=CC2N(CC3CC3)C([CH2:9][O:10][CH2:11][C:12]3([C:25]4[CH:30]=[CH:29][CH:28]=[CH:27][CH:26]=4)[CH2:17][CH2:16][N:15]([C:18]([O:20][C:21]([CH3:24])([CH3:23])[CH3:22])=[O:19])[CH2:14][CH2:13]3)=NC=2C=1.BrC1C=CC2N=C(COCC3(C4C=CC=CC=4)CCN(C(OC(C)(C)C)=O)CC3)N(CC3CC3)C=2C=1.[F:73][C:74]([F:95])([F:94])[C:75]1[CH:76]=[C:77](CO)[C:78]2[N:82]=[CH:81][N:80]([CH2:83][O:84][CH2:85][CH2:86][Si:87]([CH3:90])([CH3:89])[CH3:88])[C:79]=2[CH:91]=1.S(Cl)(Cl)=O.OCC1(C2C=CC=CC=2)CCN(C(OC(C)(C)C)=O)CC1.[H-].[Na+]>O1CCCC1>[C:25]1([C:12]2([CH2:11][O:10][CH2:9][C:77]3[C:78]4[N:82]=[CH:81][N:80]([CH2:83][O:84][CH2:85][CH2:86][Si:87]([CH3:90])([CH3:89])[CH3:88])[C:79]=4[CH:91]=[C:75]([C:74]([F:73])([F:94])[F:95])[CH:76]=3)[CH2:17][CH2:16][N:15]([C:18]([O:20][C:21]([CH3:24])([CH3:22])[CH3:23])=[O:19])[CH2:14][CH2:13]2)[CH:26]=[CH:27][CH:28]=[CH:29][CH:30]=1 |f:5.6|. Reported procedure: The conversion of the alcohol to chloromethyl derivative and the subsequent alkylation were done using similar procedure as described in the synthesis of tert-butyl 4-(((5-bromo-1-(cyclopropylmethyl)-1H-benzo[d]imidazol-2-yl)methoxy)methyl)-4-phenylpiperidine-1-carboxylate (5) and tert-butyl 4-(((6-bromo-1-(cyclopropylmethyl)-1H-benzo[d]imidazol-2-yl)methoxy)methyl)-4-phenylpiperidine-1-carboxylate. (6-(Trifluoromethyl)-1-((2-(trimethylsilyl)ethoxy)methyl)-1H-benzo[d]imidazol-4-yl)methanol (25 m... The solvent is O1CCCC1 (tetrahydrofuran).